This data is from the Open Reaction Database (ORD), a public repository of structured organic reaction records. The task is: describe an organic reaction: reactants, conditions, products, and yield The reactants are CC1(C(NC(C1)=O)=O)C1=CC=CC=C1 (3-methyl-3-phenylpyrrolidine-2,5-dione), C(CC)C1=C(C=CC=2C(=NOC21)C(F)(F)F)OCCCBr (7-propyl-3-(trifluoromethyl)-6-(3-bromopropyloxy)-1,2-benzisoxazole). Yields the product CC1(C(N(C(C1)=O)CCCOC1=C(C2=C(C(=NO2)C(F)(F)F)C=C1)CCC)=O)C1=CC=CC=C1 (3-methyl-3-phenyl-1-(3-{[7-propyl-3-(trifluoromethyl)-1,2-benzisoxazol-6-yl]oxy}propyl)pyrrolidine-2,5-dione). RXN SMILES: [CH3:1][C:2]1([C:9]2[CH:14]=[CH:13][CH:12]=[CH:11][CH:10]=2)[CH2:6][C:5](=[O:7])[NH:4][C:3]1=[O:8].[CH2:15]([C:18]1[C:26]2[O:25][N:24]=[C:23]([C:27]([F:30])([F:29])[F:28])[C:22]=2[CH:21]=[CH:20][C:19]=1[O:31][CH2:32][CH2:33][CH2:34]Br)[CH2:16][CH3:17]>>[CH3:1][C:2]1([C:9]2[CH:14]=[CH:13][CH:12]=[CH:11][CH:10]=2)[CH2:6][C:5](=[O:7])[N:4]([CH2:34][CH2:33][CH2:32][O:31][C:19]2[CH:20]=[CH:21][C:22]3[C:23]([C:27]([F:29])([F:30])[F:28])=[N:24][O:25][C:26]=3[C:18]=2[CH2:15][CH2:16][CH3:17])[C:3]1=[O:8]. Reported procedure: 3-Methyl-3-phenyl-1-(3-{[7-propyl-3-(trifluoromethyl)-1,2-benzisoxazol-6-yl]oxy}propyl)pyrrolidine-2,5-dione was prepared as for Example 10 from 3-methyl-3-phenylpyrrolidine-2,5-dione and the bromide from Example 7. After aqueous work-up and silica gel chromatography, the title compound was obtained. Reactants: FC1=CC=C(CC2CCN(CC2)C(C(=O)O)=O)C=C1 ([4-(4-fluoro-benzyl)-piperidine-1-yl]-oxo-acetic acid), FC(C=1C=C(N)C=CC1)(F)F (3-(trifluoromethyl)-aniline). Solvent: C(C)OCC (diethylether). Yields the product FC1=CC=C(CC2CCN(CC2)C(C(=O)NC2=CC(=CC=C2)C(F)(F)F)=O)C=C1 (2-[4-(4-Fluoro-benzyl)-piperidin-1-yl]-2-oxo-N-(3-trifluoromethyl-phenyl)-acetamide). RXN SMILES: [F:1][C:2]1[CH:19]=[CH:18][C:5]([CH2:6][CH:7]2[CH2:12][CH2:11][N:10]([C:13](=[O:17])[C:14]([OH:16])=O)[CH2:9][CH2:8]2)=[CH:4][CH:3]=1.[F:20][C:21]([F:30])([F:29])[C:22]1[CH:23]=[C:24]([CH:26]=[CH:27][CH:28]=1)[NH2:25]>C(OCC)C>[F:1][C:2]1[CH:3]=[CH:4][C:5]([CH2:6][CH:7]2[CH2:8][CH2:9][N:10]([C:13](=[O:17])[C:14]([NH:25][C:24]3[CH:26]=[CH:27][CH:28]=[C:22]([C:21]([F:20])([F:29])[F:30])[CH:23]=3)=[O:16])[CH2:11][CH2:12]2)=[CH:18][CH:19]=1. Procedure details: The title compound is prepared from [4-(4-fluoro-benzyl)-piperidine-1-yl]-oxo-acetic acid (Example 1b) and 3-(trifluoromethyl)-aniline (Aldrich) according to the method described in Example 94. Melting Point: 113-115° C. (diethylether The reactants are Cl, COC(=O)c1ccc(O)c(C(=O)OC)c1, c1ccncc1. Product: COC(=O)c1ccc(O)c(C(=O)O)c1. Reaction SMILES: [ClH:16].[OH:1][c:2]1[c:3]([C:12](=[O:13])[O:14][CH3:15])[cH:4][c:5]([C:6](=[O:7])[O:8][CH3:9])[cH:10][cH:11]1.[cH:17]1[cH:18][cH:19][n:20][cH:21][cH:22]1>>[OH:1][c:2]1[c:3]([C:12](=[O:13])[OH:14])[cH:4][c:5]([C:6](=[O:7])[O:8][CH3:9])[cH:10][cH:11]1. The reactants are C1(=CC=CC=C1)N=C=O (phenyl isocyanate), BrC1=NC(=CC(=C1)SC)OC1=CC(=CC=C1)C(F)(F)F (2-bromo-4-methylmercapto-6-{3-(trifluoromethyl)phenoxy} pyridine), resultant mixture, CCCCCC (hexane). Run in C(C)OCC (diethyl ether), C(C)OCC (diethyl ether). Conditions: time 30 minute. Product: C1(=CC=CC=C1)NC(=O)C1=NC(=CC(=C1)SC)OC1=CC(=CC=C1)C(F)(F)F (N-phenyl-4-methylmercapto-6-{3-(trifluoromethyl)phenoxy}-2-pyridine carboxamide). RXN SMILES: Br[C:2]1[CH:7]=[C:6]([S:8][CH3:9])[CH:5]=[C:4]([O:10][C:11]2[CH:16]=[CH:15][CH:14]=[C:13]([C:17]([F:20])([F:19])[F:18])[CH:12]=2)[N:3]=1.CCCCCC.[C:27]1([N:33]=[C:34]=[O:35])[CH:32]=[CH:31][CH:30]=[CH:29][CH:28]=1>C(OCC)C>[C:27]1([NH:33][C:34]([C:2]2[CH:7]=[C:6]([S:8][CH3:9])[CH:5]=[C:4]([O:10][C:11]3[CH:16]=[CH:15][CH:14]=[C:13]([C:17]([F:20])([F:19])[F:18])[CH:12]=3)[N:3]=2)=[O:35])[CH:32]=[CH:31][CH:30]=[CH:29][CH:28]=1. Procedure: 0.8 g (0.0022 mol) of 2-bromo-4-methylmercapto-6-{3-(trifluoromethyl)phenoxy} pyridine was dissolved in about 15 ml of diethyl ether. While cooling the obtained solution in a dry ice-acetone bath in an argon atmosphere, 1.5 ml of a 1.6M-hexane solution of BuLl (0.0022×1.1 mol) was added to the solution, followed by stirring the resultant mixture for about 10 minutes. After 0.52 g (0.0022×2.0 mol) of phenyl isocyanate dissolved in about 5 ml of diethyl ether was added to the reaction solution, th... The reactants are CO, ON=C1CCN(c2ccccc2)CC1. The product is NC1CCN(c2ccccc2)CC1. RXN SMILES: [CH3:15][OH:16].[c:1]1([N:7]2[CH2:8][CH2:9][C:10](=[N:13][OH:14])[CH2:11][CH2:12]2)[cH:2][cH:3][cH:4][cH:5][cH:6]1>>[c:1]1([N:7]2[CH2:8][CH2:9][CH:10]([NH2:13])[CH2:11][CH2:12]2)[cH:2][cH:3][cH:4][cH:5][cH:6]1. Reactants: CC(C)(C)OC(=O)Cc1ccccc1CBr, CCOC(C)=O, [N-]=[N+]=[N-], [Na+], CN(C)C=O. Yields the product CC(C)(C)OC(=O)Cc1ccccc1CN=[N+]=[N-]. As a reaction SMILES: [C:1]([CH3:2])([CH3:3])([CH3:4])[O:5][C:6]([CH2:7][c:8]1[c:9]([CH2:14][Br:15])[cH:10][cH:11][cH:12][cH:13]1)=[O:16].[CH3:26][CH2:27][O:28][C:29](=[O:30])[CH3:31].[N-:18]=[N+:19]=[N-:20].[Na+:17].[O:21]=[CH:22][N:23]([CH3:24])[CH3:25]>>[C:1]([CH3:2])([CH3:3])([CH3:4])[O:5][C:6]([CH2:7][c:8]1[c:9]([CH2:14][N:18]=[N+:19]=[N-:20])[cH:10][cH:11][cH:12][cH:13]1)=[O:16]. The reactants are CC(C)(C)OC(=O)N1Cc2ccccc2CC1CO, CI, [H-], [NH4+], [Na+], C1CCOC1, [OH-], S=C=S. Yields the product CC(C)(C)OC(=O)N1Cc2ccccc2CC1COC(N)=S. As a reaction SMILES: [C:1]([CH3:2])([CH3:3])([CH3:4])[O:5][C:6](=[O:7])[N:8]1[CH2:9][c:10]2[cH:11][cH:12][cH:13][cH:14][c:15]2[CH2:16][CH:17]1[CH2:18][OH:19].[CH3:22][I:23].[H-:20].[NH4+:24].[Na+:21].[O:29]1[CH2:30][CH2:31][CH2:32][CH2:33]1.[OH-:25].[S:26]=[C:27]=[S:28]>>[C:1]([CH3:2])([CH3:3])([CH3:4])[O:5][C:6](=[O:7])[N:8]1[CH2:9][c:10]2[cH:11][cH:12][cH:13][cH:14][c:15]2[CH2:16][CH:17]1[CH2:18][O:19][C:27]([NH2:24])=[S:28].